The task is: describe an organic reaction: reactants, conditions, products, and yield. This data is from the Open Reaction Database (ORD), a public repository of structured organic reaction records. Reactants: CC1=C(C(=O)O)C=C(C(=C1C)C)C (2,3,4,5-tetramethylbenzoic acid), S(=O)(Cl)Cl (thionyl chloride). Reagents/catalysts: CN(C=O)C (N, N-dimethylformamide). Run in C(Cl)Cl (methylene chloride). Run at time 3.5 hour. Product: CC1=C(C(=O)Cl)C=C(C(=C1C)C)C (2,3,4,5-tetramethylbenzoyl chloride). Isolated yield 142.8%. Reaction SMILES: [CH3:1][C:2]1[C:10]([CH3:11])=[C:9]([CH3:12])[C:8]([CH3:13])=[CH:7][C:3]=1[C:4](O)=[O:5].S(Cl)([Cl:16])=O>CN(C)C=O.C(Cl)Cl>[CH3:1][C:2]1[C:10]([CH3:11])=[C:9]([CH3:12])[C:8]([CH3:13])=[CH:7][C:3]=1[C:4]([Cl:16])=[O:5]. Procedure: A 3 L 3-necked flask is equipped with a condenser, argon inlet, thermowell, magnetic stirrer. The flask is purged with argon then charged with 2,3,4,5-tetramethylbenzoic acid (138.3 g, 0.776 mol), methylene chloride (1.5 L), thionyl chloride (73.5 mL, 1.01 mol) and N, N-dimethylformamide (2.0 mL, 0.026 mol). The resulting suspension is heated to reflux, after a clear solution is formed, heating is continued for 3.5 hours. The solution is allowed to cool then concentrated in vacuo. Last traces of... The reactants are O=C([O-])O, CN(C)C=O, CC(C)[Si](Cl)(C(C)C)C(C)C, COc1nc(Cl)ccc1Cc1c[nH]c2ncccc12, [H-], [Na+], [Na+]. Product: COc1nc(Cl)ccc1Cc1cn([Si](C(C)C)(C(C)C)C(C)C)c2ncccc12. Reaction SMILES: [C:33](=[O:34])([OH:35])[O-:36].[CH3:38][N:39]([CH3:40])[CH:41]=[O:42].[CH:22]([CH3:23])([CH3:24])[Si:25]([CH:26]([CH3:27])[CH3:28])([CH:29]([CH3:30])[CH3:31])[Cl:32].[Cl:1][c:2]1[cH:3][cH:4][c:5]([CH2:10][c:11]2[cH:12][nH:13][c:14]3[n:15][cH:16][cH:17][cH:18][c:19]23)[c:6]([O:8][CH3:9])[n:7]1.[H-:20].[Na+:21].[Na+:37]>>[Cl:1][c:2]1[cH:3][cH:4][c:5]([CH2:10][c:11]2[cH:12][n:13]([Si:25]([CH:22]([CH3:23])[CH3:24])([CH:26]([CH3:27])[CH3:28])[CH:29]([CH3:30])[CH3:31])[c:14]3[n:15][cH:16][cH:17][cH:18][c:19]23)[c:6]([O:8][CH3:9])[n:7]1. The reactants are C(C1=CC=CC=C1)OCC1(CC(C=2C(=NC(=C(C2)C2=CC=C(C=C2)Cl)C2=C(C=CC=C2)Cl)O1)NC(C)=O)C (N-[2-[(Benzyloxy)methyl]-7-(2-chlorophenyl)-6-(4-chlorophenyl)-2-methyl-3,4-dihydro-2H-pyrano[2,3-b]pyridin-4-yl]acetamide), FeCl3. Run in C(Cl)Cl (CH2Cl2). Run at time 30 minute. Product: ClC1=C(C=CC=C1)C1=C(C=C2C(=N1)OC(CC2NC(C)=O)(C)CO)C2=CC=C(C=C2)Cl (N-[7-(2-Chlorophenyl)-6-(4-chlorophenyl)-2-(hydroxymethyl)-2-methyl-3,4-dihydro-2H-pyrano[2,3-b]pyridin-4-yl]acetamide). RXN SMILES: C([O:8][CH2:9][C:10]1([CH3:38])[O:33][C:14]2=[N:15][C:16]([C:26]3[CH:31]=[CH:30][CH:29]=[CH:28][C:27]=3[Cl:32])=[C:17]([C:19]3[CH:24]=[CH:23][C:22]([Cl:25])=[CH:21][CH:20]=3)[CH:18]=[C:13]2[CH:12]([NH:34][C:35](=[O:37])[CH3:36])[CH2:11]1)C1C=CC=CC=1>C(Cl)Cl>[Cl:32][C:27]1[CH:28]=[CH:29][CH:30]=[CH:31][C:26]=1[C:16]1[N:15]=[C:14]2[O:33][C:10]([CH2:9][OH:8])([CH3:38])[CH2:11][CH:12]([NH:34][C:35](=[O:37])[CH3:36])[C:13]2=[CH:18][C:17]=1[C:19]1[CH:20]=[CH:21][C:22]([Cl:25])=[CH:23][CH:24]=1. Procedure: The product of step B (20 mg, 0.037 mmol) was dissolved in CH2Cl2 (1 mL) and FeCl3 (25 mg, 0.15 mmol) was added. The reaction was stirred at rt for 30 min and was concentrated. The residue was added to a silica gel flash chromatography column and eluted with 0-100% EtOAc in hexane. After concentration of the desired fractions the product was repurified by semi preparative reverse phase HPLC on a C18 column, eluting with 10 to 80% MeCN/H2O (each containing 0.5% TFA). The desired fractions were ne...